This data is from the Open Reaction Database (ORD), a public repository of structured organic reaction records. The task is: describe an organic reaction: reactants, conditions, products, and yield Reactants: CN=C=O (Methyl isocyanate), COC(C1=C(C=CC=C1)NC1=C(C(=CC=C1)CNO)C)=O (2-[[3-(N-hydroxyamino)methyl-2-methylphenyl]amino]benzoic acid methyl ester). Solvent: O.O1CCOCC1 (water dioxane), O (water). Run at temperature 0 celsius, time 30 minute. Product: COC(C1=C(C=CC=C1)NC1=C(C(=CC=C1)CN(C(=O)NC)O)C)=O (2-[[3-[[hydroxy[(methylamino)carbonyl]amino]methyl]2-methylphenyl]amino]benzoic acid methyl ester). Isolated yield 38.1%. RXN SMILES: [CH3:1][N:2]=[C:3]=[O:4].[CH3:5][O:6][C:7](=[O:25])[C:8]1[CH:13]=[CH:12][CH:11]=[CH:10][C:9]=1[NH:14][C:15]1[CH:20]=[CH:19][CH:18]=[C:17]([CH2:21][NH:22][OH:23])[C:16]=1[CH3:24]>O.O1CCOCC1.O>[CH3:5][O:6][C:7](=[O:25])[C:8]1[CH:13]=[CH:12][CH:11]=[CH:10][C:9]=1[NH:14][C:15]1[CH:20]=[CH:19][CH:18]=[C:17]([CH2:21][N:22]([OH:23])[C:3]([NH:2][CH3:1])=[O:4])[C:16]=1[CH3:24] |f:2.3|. Procedure details: Methyl isocyanate (0.33 g, 5.8 mmol) is added dropwise to 2-[[3-(N-hydroxyamino)methyl-2-methylphenyl]amino]benzoic acid methyl ester (1.5 g, 5.2 mmol) in 33% water/dioxane (60 mL) with ice bath cooling. The reaction mixture is stirred at 0° C. for 30 minutes and then at room temperature for 1 hour. It is then diluted with water (100 mL) and extracted with ethyl acetate (200 mL). The organic layer is washed with water (50 mL) and dried over magnesium sulfate. Evaporation of the ethyl acetate giv...